Dataset: the Open Reaction Database (ORD), a public repository of structured organic reaction records. Task: describe an organic reaction: reactants, conditions, products, and yield Reactants: COC(=O)C(C)(F)c1ccc2oc(CC(C)(C)C)nc2c1, C[O-], [Cl-], Cc1nsc(N)c1Cl, [NH4+], [Na+], C1CCOC1, O. Yields the product Cc1nsc(NC(=O)C(C)(F)c2ccc3oc(CC(C)(C)C)nc3c2)c1Cl. Reaction SMILES: [CH3:12][C:13]([CH2:14][c:15]1[o:16][c:17]2[c:18]([n:19]1)[cH:20][c:21]([C:24]([C:25](=[O:26])[O:27][CH3:28])([CH3:29])[F:30])[cH:22][cH:23]2)([CH3:31])[CH3:32].[CH3:9][O-:10].[Cl-:33].[NH2:1][c:2]1[c:3]([Cl:8])[c:4]([CH3:7])[n:5][s:6]1.[NH4+:34].[Na+:11].[O:35]1[CH2:36][CH2:37][CH2:38][CH2:39]1.[OH2:40]>>[NH:1]([c:2]1[c:3]([Cl:8])[c:4]([CH3:7])[n:5][s:6]1)[C:25]([C:24]([c:21]1[cH:20][c:18]2[c:17]([o:16][c:15]([CH2:14][C:13]([CH3:12])([CH3:31])[CH3:32])[n:19]2)[cH:23][cH:22]1)([CH3:29])[F:30])=[O:26]. The reactants are C1CCOC1, CC(C)(C)[O-], CC(=O)O, CCOC(C)=O, [Cl-], [K+], O=[N+]([O-])C=CC1CCCCC1, NC1(CO)c2cc(Br)ccc2Oc2cnc(Cl)cc21, [NH4+], O. Yields the product NC1(COC(C[N+](=O)[O-])C2CCCCC2)c2cc(Br)ccc2Oc2cnc(Cl)cc21. As a reaction SMILES: [CH2:41]1[O:42][CH2:43][CH2:44][CH2:45]1.[CH3:1][C:2]([CH3:3])([O-:4])[CH3:5].[CH3:37][C:38](=[O:39])[OH:40].[CH3:49][CH2:50][O:51][C:52]([CH3:53])=[O:54].[Cl-:46].[K+:6].[N+:26](=[O:27])([O-:28])[CH:29]=[CH:30][CH:31]1[CH2:32][CH2:33][CH2:34][CH2:35][CH2:36]1.[NH2:7][C:8]1([CH2:24][OH:25])[c:9]2[cH:10][c:11]([Br:23])[cH:12][cH:13][c:14]2[O:15][c:16]2[cH:17][n:18][c:19]([Cl:22])[cH:20][c:21]21.[NH4+:47].[OH2:48]>>[NH2:7][C:8]1([CH2:24][O:25][CH:30]([CH2:29][N+:26](=[O:27])[O-:28])[CH:31]2[CH2:32][CH2:33][CH2:34][CH2:35][CH2:36]2)[c:9]2[cH:10][c:11]([Br:23])[cH:12][cH:13][c:14]2[O:15][c:16]2[cH:17][n:18][c:19]([Cl:22])[cH:20][c:21]21. Starting materials: C(CC)N (n-propylamine), N1=CC=CC=C1 (pyridine), C(#N)C(C(=O)Br)(C1=CC=CC=C1)CC (2-cyano-2-ethyl-2-phenylacetyl bromide). Run in C1=CC=CC=C1 (benzene). Product: C(CC)NC(C(C1=CC=CC=C1)(CC)C#N)=O (N-(n-propyl)-2-cyano-2-ethyl-2-phenylacetic acid amide). Yield: 78.6%. As a reaction SMILES: [C:1]([C:3]([CH2:13][CH3:14])([C:7]1[CH:12]=[CH:11][CH:10]=[CH:9][CH:8]=1)[C:4](Br)=[O:5])#[N:2].[CH2:15]([NH2:18])[CH2:16][CH3:17].N1C=CC=CC=1>C1C=CC=CC=1>[CH2:15]([NH:18][C:4](=[O:5])[C:3]([C:1]#[N:2])([CH2:13][CH3:14])[C:7]1[CH:12]=[CH:11][CH:10]=[CH:9][CH:8]=1)[CH2:16][CH3:17]. Procedure: 11 g of 2-cyano-2-ethyl-2-phenylacetyl bromide are added dropwise under cooling, at 20° to 30° C., to a solution of 3 g of n-propylamine and 4 g of pyridine in 20 ml of dry benzene. The reaction mixture is refluxed for 30 minutes and then processed as described in Example 3. 7.9 g (68.3%) of N-(n-propyl)-2-cyano-2-ethyl-2-phenylacetic acid amide are obtained; m.p.: 55°-56° C. Reactants: [BH4-], [Br-], CO, N#Cc1ccc(Cl)cc1Cl, [Na+], [Mg+]c1ccccc1. Yields the product NC(c1ccccc1)c1ccc(Cl)cc1Cl. RXN SMILES: [BH4-:19].[Br-:11].[CH3:21][OH:22].[Cl:1][c:2]1[c:3]([C:4]#[N:5])[cH:6][cH:7][c:8]([Cl:10])[cH:9]1.[Na+:20].[c:12]1([Mg+:18])[cH:13][cH:14][cH:15][cH:16][cH:17]1>>[Cl:1][c:2]1[c:3]([CH:4]([NH2:5])[c:12]2[cH:13][cH:14][cH:15][cH:16][cH:17]2)[cH:6][cH:7][c:8]([Cl:10])[cH:9]1.